From a dataset of the Open Reaction Database (ORD), a public repository of structured organic reaction records. describe an organic reaction: reactants, conditions, products, and yield Starting materials: C=CCBr, C1CCOC1, C[Si](C)(C)[N-][Si](C)(C)C, COC(=O)C1CCN(C(=O)OC(C)(C)C)CC1, [K+]. Yields the product C=CCC1(C(=O)OC)CCN(C(=O)OC(C)(C)C)CC1. As a reaction SMILES: [CH2:28]([CH:29]=[CH2:30])[Br:31].[CH2:32]1[O:33][CH2:34][CH2:35][CH2:36]1.[CH3:18][Si:19]([CH3:20])([CH3:21])[N-:22][Si:23]([CH3:24])([CH3:25])[CH3:26].[CH3:1][O:2][C:3](=[O:4])[CH:5]1[CH2:6][CH2:7][N:8]([C:11](=[O:12])[O:13][C:14]([CH3:15])([CH3:16])[CH3:17])[CH2:9][CH2:10]1.[K+:27]>>[CH3:1][O:2][C:3](=[O:4])[C:5]1([CH2:30][CH:29]=[CH2:28])[CH2:6][CH2:7][N:8]([C:11](=[O:12])[O:13][C:14]([CH3:15])([CH3:16])[CH3:17])[CH2:9][CH2:10]1.